Dataset: the Open Reaction Database (ORD), a public repository of structured organic reaction records. Task: describe an organic reaction: reactants, conditions, products, and yield Reactants: BrC=1C(=NC=C(C(=O)NC2=CC=C(C=C2)OC(F)(F)Cl)C1)N1C[C@H](CC1)O ((S)-5-Bromo-N-(4-(chlorodifluoromethoxy)phenyl)-6-(3-hydroxypyrrolidin-1-yl)nicotinamide), N1=CN=CC(=C1)B(O)O (pyrimidin-5-ylboronic acid), C(=O)([O-])[O-].[Na+].[Na+] (Na2CO3). The reagents and catalysts are C1=CC=C(C=C1)P([C-]2C=CC=C2)C3=CC=CC=C3.C1=CC=C(C=C1)P([C-]2C=CC=C2)C3=CC=CC=C3.Cl[Pd]Cl.[Fe+2] (PdCl2(dppf)). Run in CCOC(=O)C (EtOAc), COCCOC (DME). Yields the product ClC(OC1=CC=C(C=C1)NC(C1=CN=C(C(=C1)C=1C=NC=NC1)N1C[C@H](CC1)O)=O)(F)F ((S)—N-(4-(Chlorodifluoromethoxy)phenyl)-6-(3-hydroxypyrrolidin-1-yl)-5-(pyrimidin-5-yl)nicotinamide). As a reaction SMILES: Br[C:2]1[C:3]([N:22]2[CH2:26][CH2:25][C@H:24]([OH:27])[CH2:23]2)=[N:4][CH:5]=[C:6]([CH:21]=1)[C:7]([NH:9][C:10]1[CH:15]=[CH:14][C:13]([O:16][C:17]([Cl:20])([F:19])[F:18])=[CH:12][CH:11]=1)=[O:8].[N:28]1[CH:33]=[C:32](B(O)O)[CH:31]=[N:30][CH:29]=1.C([O-])([O-])=O.[Na+].[Na+]>COCCOC.CCOC(C)=O.C1C=CC(P(C2C=CC=CC=2)[C-]2C=CC=C2)=CC=1.C1C=CC(P(C2C=CC=CC=2)[C-]2C=CC=C2)=CC=1.Cl[Pd]Cl.[Fe+2]>[Cl:20][C:17]([F:19])([F:18])[O:16][C:13]1[CH:14]=[CH:15][C:10]([NH:9][C:7](=[O:8])[C:6]2[CH:21]=[C:2]([C:32]3[CH:33]=[N:28][CH:29]=[N:30][CH:31]=3)[C:3]([N:22]3[CH2:26][CH2:25][C@H:24]([OH:27])[CH2:23]3)=[N:4][CH:5]=2)=[CH:11][CH:12]=1 |f:2.3.4,7.8.9.10|. Procedure details: (S)-5-Bromo-N-(4-(chlorodifluoromethoxy)phenyl)-6-(3-hydroxypyrrolidin-1-yl)nicotinamide (Stage 169.1, (116 mg, 0.25 mmol) and pyrimidin-5-ylboronic acid (62 mg, 0.5 mmol) were dissolved in DME (1 mL). A solution of 2 M Na2CO3 (0.375 mL, 0.75 mmol) was added, the mixture was flushed with argon, PdCl2(dppf) (9 mg, 0.013 mmol) was added and the RM subjected to MW irradiation at 100° C. for 2 h. After cooling to RT, the RM was dissolved in EtOAc and washed with brine. The organic phase was dried ov... The reactants are O=C(O)CBr, Cc1cccc(C)c1N, ClCCl. The product is Cc1cccc(C)c1NC(=O)CBr. RXN SMILES: [Br:10][CH2:11][C:12](=[O:13])[OH:14].[CH3:1][c:2]1[cH:3][cH:4][cH:5][c:6]([CH3:7])[c:8]1[NH2:9].[Cl:15][CH2:16][Cl:17]>>[CH3:1][c:2]1[cH:3][cH:4][cH:5][c:6]([CH3:7])[c:8]1[NH:9][C:12]([CH2:11][Br:10])=[O:13]. Reactants: NC=1C(=NC(=CC1C)C)NC1=CC=C(C=C1)CCO (2-{4-[(3-Amino-4,6-dimethyl-2-pyridinyl)amino]phenyl}ethanol), C(CC(C)C)(=O)Cl (isovaleryl chloride). Yields the product CC(CC(=O)OCCC1=CC=C(C=C1)N1C(=NC=2C1=NC(=CC2C)C)CC(C)C)C (2-[4-(2-Isobutyl-5,7-dimethyl-3H-imidazo[4,5-b]pyridin-3-yl)phenyl]ethyl 3-methylbutanoate). Reaction SMILES: [NH2:1][C:2]1[C:3]([NH:10][C:11]2[CH:16]=[CH:15][C:14]([CH2:17][CH2:18][OH:19])=[CH:13][CH:12]=2)=[N:4][C:5]([CH3:9])=[CH:6][C:7]=1[CH3:8].[C:20](Cl)(=[O:25])[CH2:21][CH:22]([CH3:24])[CH3:23]>>[CH3:23][CH:22]([CH3:24])[CH2:21][C:20]([O:19][CH2:18][CH2:17][C:14]1[CH:15]=[CH:16][C:11]([N:10]2[C:3]3=[N:4][C:5]([CH3:9])=[CH:6][C:7]([CH3:8])=[C:2]3[N:1]=[C:3]2[CH2:2][CH:7]([CH3:8])[CH3:6])=[CH:12][CH:13]=1)=[O:25]. Reported procedure: The title compound was prepared according to the procedure described in step 5 of Example 1 from 2-{4-[(3-amino-4,6-dimethyl-2-pyridinyl)amino]phenyl}ethanol (step 4 of Example 1) and isovaleryl chloride. Starting materials: O1C(OCC1)C=1C=C(C=CC1)NC(C)=O (N-(3-[1,3]Dioxolan-2-yl-phenyl)-acetamide), C1(=CC=C(C=C1)S(=O)(=O)[O-])C.[NH+]1=CC=CC=C1 (pyridinium-p-toluenesulfonate). Solvent: CC(=O)C.O (acetone water). The product is C(=O)C=1C=C(C=CC1)NC(C)=O (N-(3-Formyl-phenyl)-acetamide). The yield is 99.0%. Reaction SMILES: [O:1]1CCO[CH:2]1[C:6]1[CH:7]=[C:8]([NH:12][C:13](=[O:15])[CH3:14])[CH:9]=[CH:10][CH:11]=1.C1(C)C=CC(S([O-])(=O)=O)=CC=1.[NH+]1C=CC=CC=1>CC(C)=O.O>[CH:2]([C:6]1[CH:7]=[C:8]([NH:12][C:13](=[O:15])[CH3:14])[CH:9]=[CH:10][CH:11]=1)=[O:1] |f:1.2,3.4|. Reported procedure: A mixture of N-(3-[1,3]Dioxolan-2-yl-phenyl)-acetamide (7.8 g, 0.037 mol) and pyridinium-p-toluenesulfonate (2.8 g, 0.011 mol) in acetone-water (4:1, 400 mL) was refluxed for 1 hr. The solution was then cooled to room temperature, and the bulk of the solvent (˜90%) removed under reduced pressure. The remaining solution was then extracted with EtOAc, and the combined extracts washed with saturated NaHCO3, brine, and dried with MgSO4. Evaporation of the solvent gave N-(3-Formyl-phenyl)-acetamide (... Reactants: CN(C)CCCc1c[nH]c2c1CCCC2, CN(C)C=O, CNC(C)=O, [Na+], [OH-], O, O=P(Cl)(Cl)Cl. Product: CN(C)CCCc1c(C=O)[nH]c2c1CCCC2. RXN SMILES: [CH3:11][N:12]([CH2:13][CH2:14][CH2:15][c:16]1[cH:17][nH:18][c:19]2[c:24]1[CH2:23][CH2:22][CH2:21][CH2:20]2)[CH3:25].[CH3:28][N:29]([CH3:30])[CH:31]=[O:32].[CH3:6][NH:7][C:8](=[O:9])[CH3:10].[Na+:27].[OH-:26].[OH2:33].[P:1]([Cl:2])([Cl:3])([Cl:4])=[O:5]>>[CH:8](=[O:9])[c:17]1[c:16]([CH2:15][CH2:14][CH2:13][N:12]([CH3:11])[CH3:25])[c:24]2[c:19]([nH:18]1)[CH2:20][CH2:21][CH2:22][CH2:23]2. The reactants are C(CCCCCCCCCCCCCCCCCCCCC)OC1=CC=C(C(C2=CC=C(C=C2)OCCCCCCCCCCCCCCCCCCCCCC)O)C=C1 (4,4′-didocosoxybenzhydrol), C(=O)(OCC1C2=CC=CC=C2C2=CC=CC=C12)N (Fmoc-NH2), CS(=O)(=O)O (methanesulfonic acid), C1(=CC=CC=C1)C (toluene), C(C1=CC=CC=C1)(C1=CC=CC=C1)O (benzhydrol), C(O)([O-])=O.[Na+] (sodium hydrogen carbonate). Conditions: temperature 100 celsius, time 3 hour. The product is C(=O)(OCC1C2=CC=CC=C2C2=CC=CC=C12)NC(C1=CC=C(C=C1)OCCCCCCCCCCCCCCCCCCCCCC)C1=CC=C(C=C1)OCCCCCCCCCCCCCCCCCCCCCC (N-Fmoc-di(4-docosoxyphenyl)methylamine). The yield is 60.0%. Reaction SMILES: C(O[C:24]1[CH:60]=[CH:59][C:27]([CH:28](O)[C:29]2[CH:34]=[CH:33][C:32]([O:35][CH2:36][CH2:37][CH2:38][CH2:39][CH2:40][CH2:41][CH2:42][CH2:43][CH2:44][CH2:45][CH2:46][CH2:47][CH2:48][CH2:49][CH2:50][CH2:51][CH2:52][CH2:53][CH2:54][CH2:55][CH2:56][CH3:57])=[CH:31][CH:30]=2)=[CH:26][CH:25]=1)CCCCCCCCCCCCCCCCCCCCC.[C:61]([NH2:78])([O:63][CH2:64][CH:65]1[C:77]2[C:72](=[CH:73][CH:74]=[CH:75][CH:76]=2)[C:71]2[C:66]1=[CH:67][CH:68]=[CH:69][CH:70]=2)=[O:62].[CH3:79]S(O)(=O)=O.[CH:84](O)([C:91]1[CH:96]=[CH:95][CH:94]=[CH:93][CH:92]=1)[C:85]1[CH:90]=[CH:89][CH:88]=[CH:87][CH:86]=1.[C:98](=[O:101])([O-])O.[Na+].[C:103]1([CH3:109])[CH:108]=[CH:107][CH:106]=[CH:105][CH:104]=1>>[C:61]([NH:78][CH:28]([C:29]1[CH:30]=[CH:31][C:32]([O:35][CH2:36][CH2:37][CH2:38][CH2:39][CH2:40][CH2:41][CH2:42][CH2:43][CH2:44][CH2:45][CH2:46][CH2:47][CH2:48][CH2:49][CH2:50][CH2:51][CH2:52][CH2:53][CH2:54][CH2:55][CH2:56][CH3:57])=[CH:33][CH:34]=1)[C:27]1[CH:59]=[CH:60][C:24]([O:101][CH2:98][CH2:79][CH2:104][CH2:105][CH2:106][CH2:107][CH2:108][CH2:103][CH2:109][CH2:92][CH2:93][CH2:94][CH2:95][CH2:96][CH2:91][CH2:84][CH2:85][CH2:90][CH2:89][CH2:88][CH2:87][CH3:86])=[CH:25][CH:26]=1)([O:63][CH2:64][CH:65]1[C:77]2[C:72](=[CH:73][CH:74]=[CH:75][CH:76]=2)[C:71]2[C:66]1=[CH:67][CH:68]=[CH:69][CH:70]=2)=[O:62] |f:4.5|. Procedure: To 4,4′-didocosoxybenzhydrol (713 mg, 856 μmol) were added toluene (15 ml), Fmoc-NH2 (246 mg, 1.03 mmol) and methanesulfonic acid (8.3 μl, 128 μmol), and the mixture was stirred at 100° C. for 3 hours. After confirmation of disappearance of a benzhydrol type anchor, the mixture was cooled to room temperature. 2.5% Aqueous sodium hydrogen carbonate (10 ml) was added, and the mixture was stirred. After partitioning, the organic layer was further washed with water (10 ml×2). The organic layer was e... Reactants: Cl.NO (hydroxylamine hydrochloride), C(C)(=O)[O-].[Na+] (sodium acetate), OC1=C(C#N)C=CC=C1CC=1N=CNC1 (2-hydroxy-3-(1H-imidazol-4-ylmethyl-)benzonitrile). Run in CO (methanol). Product: ONC(=N)C1=C(C(=CC=C1)CC=1N=CNC1)O (N,2-dihydroxy-3-(1H-imidazol-4-ylmethyl)-benzenecarboximidamide). The yield is 45.9%. As a reaction SMILES: [OH:1][C:2]1[C:9]([CH2:10][C:11]2[N:12]=[CH:13][NH:14][CH:15]=2)=[CH:8][CH:7]=[CH:6][C:3]=1[C:4]#[N:5].Cl.[NH2:17][OH:18].C([O-])(=O)C.[Na+]>CO>[OH:18][NH:17][C:4]([C:3]1[CH:6]=[CH:7][CH:8]=[C:9]([CH2:10][C:11]2[N:12]=[CH:13][NH:14][CH:15]=2)[C:2]=1[OH:1])=[NH:5] |f:1.2,3.4|. Reported procedure: 3 g (0.015 mole) of 2-hydroxy-3-(1H-imidazol-4-ylmethyl-)benzonitrile (prepared in example 1.1 above) are dissolved in 100 ml of methanol and 1.15 g (0.0165 mole) of hydroxylamine hydrochloride and 1.84 g of sodium acetate are added thereto. The resulting mixture is then heated at the reflux temperature for 20 hours. The methanol is evaporated under reduced pressure and the residue is taken up in 100 ml of water. The resulting aqueous solution is neutralized to pH 7 by addition of an aqueous sod...